This data is from the Open Reaction Database (ORD), a public repository of structured organic reaction records. The task is: describe an organic reaction: reactants, conditions, products, and yield Reactants: C(C)OP(OCC)(=O)CCCBr (diethyl-3-bromopropylphosphonate), NaOAc.3H2O, CN(C)C=O (DMF), C(C)OP(OCC)(=O)CCCBr (Diethyl-3-bromopropylphosphonate). Product: C(C)OP(OCC)(=O)CCCO (Diethyl-3-hydroxypropylphosphonate), oil. The yield is 89.0%. RXN SMILES: [CH2:1]([O:3][P:4]([CH2:9][CH2:10][CH2:11]Br)(=[O:8])[O:5][CH2:6][CH3:7])[CH3:2].CN(C=[O:17])C>>[CH2:1]([O:3][P:4]([CH2:9][CH2:10][CH2:11][OH:17])(=[O:8])[O:5][CH2:6][CH3:7])[CH3:2]. Reported procedure: Diethyl-3-hydroxypropylphosphonate (steps 1 and 2) is prepared from diethyl-3-bromopropylphosphonate. Diethyl-3-bromopropylphosphonate (12.0 g, 46 mmol), prepared by the method of Eberhard, A., et al, J Am Chem Soc (1965) 87:253-260) was stirred with 12.0 g NaOAc.3H2O in 125 ml DMF heated in a steam bath. The reaction was evaporated to dryness in vacuo after 2 hours and partitioned between H2O and EtOAc. extracting the aqueous layer five times. The ethyl acetate extract was washed once with brin... Reactants: CCO, O=C(Nc1cc(C(F)(F)F)cc2nc(Cl)[nH]c12)c1cc(F)c(F)c(F)c1, CC1CN(c2ncc(CO)cc2Cl)CCN1. Product: CC1CN(c2ncc(CO)cc2Cl)CCN1c1nc2cc(C(F)(F)F)cc(NC(=O)c3cc(F)c(F)c(F)c3)c2[nH]1. RXN SMILES: [CH3:43][CH2:44][OH:45].[Cl:17][c:18]1[nH:19][c:20]2[c:21]([n:22]1)[cH:23][c:24]([C:39]([F:40])([F:41])[F:42])[cH:25][c:26]2[NH:27][C:28]([c:29]1[cH:30][c:31]([F:37])[c:32]([F:36])[c:33]([F:35])[cH:34]1)=[O:38].[Cl:1][c:2]1[cH:3][c:4]([CH2:15][OH:16])[cH:5][n:6][c:7]1[N:8]1[CH2:9][CH:10]([CH3:14])[NH:11][CH2:12][CH2:13]1>>[Cl:1][c:2]1[cH:3][c:4]([CH2:15][OH:16])[cH:5][n:6][c:7]1[N:8]1[CH2:9][CH:10]([CH3:14])[N:11]([c:18]2[nH:19][c:20]3[c:21]([n:22]2)[cH:23][c:24]([C:39]([F:40])([F:41])[F:42])[cH:25][c:26]3[NH:27][C:28]([c:29]2[cH:30][c:31]([F:37])[c:32]([F:36])[c:33]([F:35])[cH:34]2)=[O:38])[CH2:12][CH2:13]1. Reactants: Cc1cc(Br)c(C=O)c(Br)c1, CC(=O)[O-], CO, Cl, NNc1ccccc1F, [Na+]. Yields the product Cc1cc(Br)c(C=NNc2ccccc2F)c(Br)c1. Reaction SMILES: [Br:1][c:2]1[c:3]([CH:4]=[O:5])[c:6]([Br:11])[cH:7][c:8]([CH3:10])[cH:9]1.[CH3:23][C:24](=[O:25])[O-:26].[CH3:27][OH:28].[ClH:12].[F:13][c:14]1[c:15]([NH:20][NH2:21])[cH:16][cH:17][cH:18][cH:19]1.[Na+:22]>>[Br:1][c:2]1[c:3]([CH:4]=[N:21][NH:20][c:15]2[c:14]([F:13])[cH:19][cH:18][cH:17][cH:16]2)[c:6]([Br:11])[cH:7][c:8]([CH3:10])[cH:9]1. Yields the product CNC(=O)Nc1ccc(Cl)cc1Cl. The reactants are C1CCOC1, CN, CCO, O=C=Nc1ccc(Cl)cc1Cl. RXN SMILES: [CH2:17]1[O:18][CH2:19][CH2:20][CH2:21]1.[CH3:1][NH2:2].[CH3:3][CH2:4][OH:5].[Cl:6][c:7]1[c:8]([N:14]=[C:15]=[O:16])[cH:9][cH:10][c:11]([Cl:13])[cH:12]1>>[CH3:1][NH:2][C:15]([NH:14][c:8]1[c:7]([Cl:6])[cH:12][c:11]([Cl:13])[cH:10][cH:9]1)=[O:16]. The reactants are C1N2CN3CN1CN(C2)C3, CC(C)Oc1ccc2c(c1)N(C)C(=O)CC2, O, O=C(O)C(F)(F)F. Yields the product CC(C)Oc1cc2c(cc1C=O)CCC(=O)N2C. Reaction SMILES: [CH2:1]1[N:2]2[CH2:3][N:4]3[CH2:5][N:6]([CH2:7]2)[CH2:8][N:9]1[CH2:10]3.[CH:11]([CH3:12])([CH3:13])[O:14][c:15]1[cH:16][cH:17][c:18]2[c:23]([cH:24]1)[N:22]([CH3:25])[C:21](=[O:26])[CH2:20][CH2:19]2.[OH2:27].[OH:28][C:29]([C:30]([F:31])([F:32])[F:33])=[O:34]>>[CH:11]([CH3:12])([CH3:13])[O:14][c:15]1[c:16]([CH:29]=[O:28])[cH:17][c:18]2[c:23]([cH:24]1)[N:22]([CH3:25])[C:21](=[O:26])[CH2:20][CH2:19]2.